This data is from the Open Reaction Database (ORD), a public repository of structured organic reaction records. The task is: describe an organic reaction: reactants, conditions, products, and yield Starting materials: ClC1=C(C(=O)O)C=CC(=C1)NC(=O)C1=CC(=C2CCN(C2=C1)S(=O)(=O)C1=CC(=CC=C1)C(F)(F)F)OC (2-Chloro-4-{[4-methoxy-1-(3-trifluoromethyl-benzenesulfonyl)-2,3-dihydro-1H-indole-6-carbonyl]-amino}-benzoic acid), COC(C1=C(C=C(C=C1)N)Cl)=O (4-amino-2-chlorobenzoic acid methyl ester). The product is COC(C1=C(C=C(C=C1)NC(=O)C1=CC(=C2CCNC2=C1)OC)Cl)=O (2-chloro-4-[(4-methoxy-2,3-dihydro-1H-indole-6-carbonyl)-amino]-benzoic acid methyl ester). Reaction SMILES: [Cl:1][C:2]1[CH:10]=[C:9]([NH:11][C:12]([C:14]2[CH:22]=[C:21]3[C:17]([CH2:18][CH2:19][N:20]3S(C3C=CC=C(C(F)(F)F)C=3)(=O)=O)=[C:16]([O:36][CH3:37])[CH:15]=2)=[O:13])[CH:8]=[CH:7][C:3]=1[C:4]([OH:6])=[O:5].[CH3:38]OC(=O)C1C=CC(N)=CC=1Cl>>[CH3:38][O:6][C:4](=[O:5])[C:3]1[CH:7]=[CH:8][C:9]([NH:11][C:12]([C:14]2[CH:22]=[C:21]3[C:17]([CH2:18][CH2:19][NH:20]3)=[C:16]([O:36][CH3:37])[CH:15]=2)=[O:13])=[CH:10][C:2]=1[Cl:1]. Procedure: 2-Chloro-4-{[4-methoxy-1-(3-trifluoromethyl-benzenesulfonyl)-2,3-dihydro-1H-indole-6-carbonyl]-amino}-benzoic acid, m/z (ES+): 555.3 (M+H+.), was prepared in analogy to example 14, steps 1 to 6. Step 4 was performed using 4-amino-2-chlorobenzoic acid methyl ester, yielding 2-chloro-4-[(4-methoxy-2,3-dihydro-1H-indole-6-carbonyl)-amino]-benzoic acid methyl ester. This was reacted with 3-trifluoromethyl-benzenesulfonyl chloride in step 5, yielding 2-chloro-4-{[4-methoxy-1-(3-trifluoromethyl-benzen... Reactants: CC(C)(C)OC(=O)N1CCC(ON2C(=O)c3ccccc3C2=O)C1, CNN, ClCCl. Yields the product CC(C)(C)OC(=O)N1CCC(ON)C1. RXN SMILES: [C:4]([CH3:5])([CH3:6])([CH3:7])[O:8][C:9](=[O:10])[N:11]1[CH2:12][CH:13]([O:16][N:17]2[C:18](=[O:19])[c:20]3[c:21]([cH:22][cH:23][cH:24][cH:25]3)[C:26]2=[O:27])[CH2:14][CH2:15]1.[CH3:1][NH:2][NH2:3].[Cl:28][CH2:29][Cl:30]>>[C:4]([CH3:5])([CH3:6])([CH3:7])[O:8][C:9](=[O:10])[N:11]1[CH2:12][CH:13]([O:16][NH2:17])[CH2:14][CH2:15]1. Starting materials: CCCCN(C)C(=O)c1cc(C(=O)OC)cc(-c2ncco2)c1, CO, ClC(Cl)Cl, [Li+], C1CCOC1, [OH-], O, O. The product is CCCCN(C)C(=O)c1cc(C(=O)O)cc(-c2ncco2)c1. Reaction SMILES: [CH2:1]([CH2:2][CH2:3][CH3:4])[N:5]([C:6](=[O:7])[c:8]1[cH:9][c:10]([C:11](=[O:12])[O:13][CH3:14])[cH:15][c:16](-[c:18]2[o:19][cH:20][cH:21][n:22]2)[cH:17]1)[CH3:23].[CH3:28][OH:29].[CH:35]([Cl:36])([Cl:37])[Cl:38].[Li+:26].[O:30]1[CH2:31][CH2:32][CH2:33][CH2:34]1.[OH-:25].[OH2:24].[OH2:27]>>[CH2:1]([CH2:2][CH2:3][CH3:4])[N:5]([C:6](=[O:7])[c:8]1[cH:9][c:10]([C:11](=[O:12])[OH:13])[cH:15][c:16](-[c:18]2[o:19][cH:20][cH:21][n:22]2)[cH:17]1)[CH3:23]. The reactants are CCCC[N+](CCCC)(CCCC)CCCC, BrCCC1CCCCC1, [Cl-], Cl, [Na+], [OH-], O, Cc1ccc(NN)cc1. RXN SMILES: [CH2:22]([N+:23]([CH2:24][CH2:25][CH2:26][CH3:27])([CH2:28][CH2:29][CH2:30][CH3:31])[CH2:32][CH2:33][CH2:34][CH3:35])[CH2:36][CH2:37][CH3:38].[CH:11]1([CH2:17][CH2:18][Br:19])[CH2:12][CH2:13][CH2:14][CH2:15][CH2:16]1.[Cl-:21].[ClH:1].[Na+:40].[OH-:39].[OH2:20].[c:2]1([CH3:10])[cH:3][cH:4][c:5]([NH:8][NH2:9])[cH:6][cH:7]1>>[c:2]1([CH3:10])[cH:3][cH:4][c:5]([N:8]([NH2:9])[CH2:18][CH2:17][CH:11]2[CH2:12][CH2:13][CH2:14][CH2:15][CH2:16]2)[cH:6][cH:7]1. The product is Cc1ccc(N(N)CCC2CCCCC2)cc1. The reactants are S(=O)(=O)(C1=CC=C(C)C=C1)OCC1CC=CCC1 (3-Cyclohexene-1-methanol tosylate), C(CCCCCCCCC)O (decyl alcohol), CS(=O)C (DMSO), [H-].[Na+] (Sodium hydride). Run in O (water). Run at time 8 hour. Product: C(CCCCCCCCC)OCC1C=CCCC1 (3-decyloxymethylcyclohexene). Reaction SMILES: [CH2:1]([OH:11])[CH2:2][CH2:3][CH2:4][CH2:5][CH2:6][CH2:7][CH2:8][CH2:9][CH3:10].CS(C)=O.[H-].[Na+].S(OCC1CCC=CC1)([C:21]1[CH:27]=[CH:26][C:24]([CH3:25])=[CH:23][CH:22]=1)(=O)=O>O>[CH2:1]([O:11][CH2:25][CH:24]1[CH2:26][CH2:27][CH2:21][CH:22]=[CH:23]1)[CH2:2][CH2:3][CH2:4][CH2:5][CH2:6][CH2:7][CH2:8][CH2:9][CH3:10] |f:2.3|. Reported procedure: A 500 mL round bottom flask equipped with a mechanical stirrer was charged with 23.7g (0.15 mol) decyl alcohol, and 150 mL of DMSO. Sodium hydride (4.22 g, 95% in purity; 0.167 mol) was slowly added to above mixture in an ice bath over 20 min. After the above mixture was reacted at room temperature for 3 hrs, the reaction mixture was cooled to room temperature. 3-Cyclohexene-1-methanol tosylate (39.9 g, 0.15 mol) was slowly added to the above mixture over 20 min. The reaction was carried at room... Starting materials: COC(=O)C=1C(=C2C=C(C(N(C2=C(N1)C=1C=NC=CC1)CC1=CC=CC=C1)=O)C1=CC=CC=C1)O (1-benzyl-5-hydroxy-2-oxo-3-phenyl-8-pyridin-3-yl-1,2-dihydro-[1,7]naphthyridine-6-carboxylic acid methyl ester), NCCCCC(=O)O (5-aminovaleric acid), C[O-].[Na+] (NaOMe). Solvent: C(=O)(O)[O-].[Na+] (NaHCO3). Yields the product C(C1=CC=CC=C1)N1C(C(=CC2=C(C(=NC(=C12)C=1C=NC=CC1)C(=O)NCCCCC(=O)O)O)C1=CC=CC=C1)=O (5-[(1-Benzyl-5-hydroxy-2-oxo-3-phenyl-8-pyridin-3-yl-1,2-dihydro-[1,7]naphthyridine-6-carbonyl)-amino]-pentanoic acid). The yield is 35.7%. Reaction SMILES: CO[C:3]([C:5]1[C:6]([OH:35])=[C:7]2[C:12](=[C:13]([C:15]3[CH:16]=[N:17][CH:18]=[CH:19][CH:20]=3)[N:14]=1)[N:11]([CH2:21][C:22]1[CH:27]=[CH:26][CH:25]=[CH:24][CH:23]=1)[C:10](=[O:28])[C:9]([C:29]1[CH:34]=[CH:33][CH:32]=[CH:31][CH:30]=1)=[CH:8]2)=[O:4].[NH2:36][CH2:37][CH2:38][CH2:39][CH2:40][C:41]([OH:43])=[O:42].C[O-].[Na+]>C([O-])(O)=O.[Na+]>[CH2:21]([N:11]1[C:12]2[C:7](=[C:6]([OH:35])[C:5]([C:3]([NH:36][CH2:37][CH2:38][CH2:39][CH2:40][C:41]([OH:43])=[O:42])=[O:4])=[N:14][C:13]=2[C:15]2[CH:16]=[N:17][CH:18]=[CH:19][CH:20]=2)[CH:8]=[C:9]([C:29]2[CH:30]=[CH:31][CH:32]=[CH:33][CH:34]=2)[C:10]1=[O:28])[C:22]1[CH:23]=[CH:24][CH:25]=[CH:26][CH:27]=1 |f:2.3,4.5|. Procedure: A mixture of 1-benzyl-5-hydroxy-2-oxo-3-phenyl-8-pyridin-3-yl-1,2-dihydro-[1,7]naphthyridine-6-carboxylic acid methyl ester (45 mg, 0.097 mmol), 5-aminovaleric acid (740 mg, 6.32 mmol), and NaOMe solution (10 mL, 4.86 mmol) was refluxed for 16 h. After the mixture was cooled to r.t., solvent was evaporated in vacuo. The residue was partitioned between EtOAc and water. 1 M HCl was added with vigorous stirring until pH was about 3-4. The aqueous layer was extracted with additional EtOAc, and the o... Starting materials: CC1(CC(C=2C(=C(SC2SC)C2=NNC=C2)C1)=O)C (6,6-dimethyl-3-methylthio-1-(pyrazol-3-yl)-4,5,6,7-tetrahydrobenzo[c]thiophen-4-one), CS(=O)(=O)Cl (methanesulphonyl chloride). The reagents and catalysts are CN(C1=CC=NC=C1)C (4-dimethylaminopyridine). The solvent is C(Cl)Cl.C1CCOC1 (CH2Cl2 THF), C(Cl)Cl (CH2Cl2). Conditions: time 8 hour. Yields the product CC1(CC(C=2C(=C(SC2SC)C2=NN(C=C2)S(=O)(=O)C)C1)=O)C (6,6-Dimethyl-1-(1-methanesulphonylpyrazol-3-yl)-3-methylthio-4,5,6,7-tetrahydrobenzo[c]thiophen-4-one). The yield is 42.7%. Reaction SMILES: [CH3:1][C:2]1([CH3:19])[CH2:17][C:6]2=[C:7]([C:12]3[CH:16]=[CH:15][NH:14][N:13]=3)[S:8][C:9]([S:10][CH3:11])=[C:5]2[C:4](=[O:18])[CH2:3]1.[CH3:20][S:21](Cl)(=[O:23])=[O:22]>C(Cl)Cl.C1COCC1.CN(C)C1C=CN=CC=1.C(Cl)Cl>[CH3:1][C:2]1([CH3:19])[CH2:17][C:6]2=[C:7]([C:12]3[CH:16]=[CH:15][N:14]([S:21]([CH3:20])(=[O:23])=[O:22])[N:13]=3)[S:8][C:9]([S:10][CH3:11])=[C:5]2[C:4](=[O:18])[CH2:3]1 |f:2.3|. Procedure: To a solution of 6,6-dimethyl-3-methylthio-1-(pyrazol-3-yl)-4,5,6,7-tetrahydrobenzo[c]thiophen-4-one (70 mg, 0.24 mmol) in CH2Cl2:THF (5:1, 6 mL), was added methanesulphonyl chloride (36 μL, 0.48 mmol) and 4-dimethylaminopyridine (58 mg, 0.48 mmol). The mixture was stirred at room temperature overnight then diluted with CH2Cl2 (10 mL) and washed with water (2×10 mL). The organic layer was separated, dried (Na2SO1) and evaporated. The residue was chromatographed on silica gel, eluting with CH2Cl2... The reactants are BrN1C(CCC1=O)=O (N-bromo succinimide), CO/C(=C/C(=O)OC)/CC (methyl (E)-3-methoxy-2-pentenoate), BrN1C(CCC1=O)=O (N-bromo succinimide), C1CC(=O)N(C1=O)Br (NBS). Reagents/catalysts: N(=NC(C#N)(C)C)C(C#N)(C)C (2,2′-azobis(2-methylpropionitrile)), N(=NC(C#N)(C)C)C(C#N)(C)C (2,2′-azobis(2-methylpropionitrile)), CC(C)(C#N)N=NC(C)(C)C#N (AIBN). Solvent: C(Cl)(Cl)(Cl)Cl (carbon tetrachloride), C(Cl)(Cl)(Cl)Cl (carbon tetrachloride), C(Cl)(Cl)(Cl)Cl (carbon tetrachloride). Reaction conditions: temperature 80 celsius, time 30 minute. The product is BrC(\C(=C/C(=O)OC)\OC)C (methyl rac-(E)-4-bromo-3-methoxy-pent-2-enoate). Isolated yield 379.6%. RXN SMILES: [CH3:1][O:2]/[C:3](/[CH2:9][CH3:10])=[CH:4]/[C:5]([O:7][CH3:8])=[O:6].[Br:11]N1C(=O)CCC1=O>N(C(C)(C)C#N)=NC(C)(C)C#N.C(Cl)(Cl)(Cl)Cl>[Br:11][CH:9]([CH3:10])/[C:3](/[O:2][CH3:1])=[CH:4]\[C:5]([O:7][CH3:8])=[O:6]. Procedure: A 500-ml 4-necked pear-shaped flask equipped with a mechanical stirrer, a thermometer, a cooler, an argon inlet and an oil bath was charged under argon with 31.2 g of crude methyl (E)-3-methoxy-2-pentenoate (ca. 0.217 mol), 10.45 g of N-bromo succinimide (58.7 mmol), 0.47 g of 2,2′-azobis(2-methylpropionitrile) (2.86 mmol) and 100 ml of carbon tetrachloride. The resulting yellow suspension was heated for 10 min with an 80° C. oil bath to give an almost colorless suspension. Then three additional... The reactants are pyridinium bromide perbromide, C(C)(=O)OCC (ethyl acetate), N=1C=C(N2C3=C(NC4=C(C21)C=CC=C4)N=CC=C3)C3=CC=C(C=C3)C3(CCC3)NC(OC(C)(C)C)=O (tert-Butyl {1-[4-(9H-imidazo[1,2-d]pyrido[2,3-b][1,4]benzodiazepin-3-yl)phenyl]cyclobutyl}carbamate), pyridinium bromide perbromide, O (water). Run in C1CCOC1 (THF), C1CCOC1 (THF), C1CCOC1 (THF). Conditions: time 3 hour. Yields the product BrC=1N=C2N(C3=C(NC4=C2C=CC=C4)N=CC=C3)C1C1=CC=C(C=C1)C1(CCC1)NC(OC(C)(C)C)=O (tert-butyl {1-[4-(2-bromo-9H-imidazo[1,2-d]pyrido[2,3-b][1,4]benzodiazepin-3-yl)phenyl]cyclobutyl}carbamate). The yield is 59.7%. Reaction SMILES: [N:1]1[CH:2]=[C:3]([C:19]2[CH:24]=[CH:23][C:22]([C:25]3([NH:29][C:30](=[O:36])[O:31][C:32]([CH3:35])([CH3:34])[CH3:33])[CH2:28][CH2:27][CH2:26]3)=[CH:21][CH:20]=2)[N:4]2[C:10]=1[C:9]1[CH:11]=[CH:12][CH:13]=[CH:14][C:8]=1[NH:7][C:6]1[N:15]=[CH:16][CH:17]=[CH:18][C:5]2=1.C1C=C[NH+]=CC=1.[Br:43][Br-]Br.C(OCC)(=O)C.O>C1COCC1>[Br:43][C:2]1[N:1]=[C:10]2[C:9]3[CH:11]=[CH:12][CH:13]=[CH:14][C:8]=3[NH:7][C:6]3[N:15]=[CH:16][CH:17]=[CH:18][C:5]=3[N:4]2[C:3]=1[C:19]1[CH:24]=[CH:23][C:22]([C:25]2([NH:29][C:30](=[O:36])[O:31][C:32]([CH3:33])([CH3:35])[CH3:34])[CH2:26][CH2:27][CH2:28]2)=[CH:21][CH:20]=1 |f:1.2|. Procedure details: tert-Butyl {1-[4-(9H-imidazo[1,2-d]pyrido[2,3-b][1,4]benzodiazepin-3-yl)phenyl]cyclobutyl}carbamate (9.8 g, 20.4 mmol) was dissolved in THF (350 mL). A solution of pyridinium bromide perbromide (6.5 g, 20.4 mmol) in THF (50 mL) was added to the mixture at −78° C. After three hours stirring at r.t., pyridinium bromide perbromide (2.6 g, 8.2 mmol) in THF was added to the mixture and the mixture was stirred at rt overnight. The mixture was poured into ethyl acetate (1.5 L) and mixed with water and ...